This data is from the Open Reaction Database (ORD), a public repository of structured organic reaction records. The task is: describe an organic reaction: reactants, conditions, products, and yield Starting materials: C(C1=CC(C(=O)Cl)=CC=C1)(=O)Cl (isophthaloyl dichloride), C1=CC=CC=C1 (benzene), C(C1=CC(C(=O)Cl)=CC=C1)(=O)Cl (isophthaloyl dichloride). The reagents and catalysts are [Fe](Cl)Cl (iron chloride). Yields the product C1(=CC(=CC=C1)C(=O)C1=CC=CC=C1)C(=O)C1=CC=CC=C1 (1,3-phenylene-bis(phenyl methanone)). RXN SMILES: [C:1](Cl)(=[O:11])[C:2]1[CH:10]=[CH:9][CH:8]=[C:4]([C:5](Cl)=[O:6])[CH:3]=1.[CH:13]1[CH:18]=[CH:17][CH:16]=[CH:15][CH:14]=1>[Fe](Cl)Cl>[C:4]1([C:5]([C:2]2[CH:10]=[CH:9][CH:8]=[CH:4][CH:3]=2)=[O:6])[CH:8]=[CH:9][CH:10]=[C:2]([C:1]([C:13]2[CH:18]=[CH:17][CH:16]=[CH:15][CH:14]=2)=[O:11])[CH:3]=1. Procedure details: To a mechanically stirred, 600 mL autoclave is added 1 mole of isophthaloyl dichloride, 10 moles of benzene and 2% iron chloride, based on the amount of isophthaloyl dichloride. The reactor is closed and the temperature of the reaction zone is elevated to 200° C. The reaction goes to completion in approximately 4 to5 hours with a quantitative yield of 1,3-phenylene-bis(phenyl methanone). The maximum pressure experienced during the reaction was 300 psig. The reactants are CC1OC(O)C(OCc2ccccc2)C(OCc2ccccc2)C1OCc1ccccc1, ClCCl, O=P([O-])(OCc1ccccc1)OCc1ccccc1. The product is CC1OC(OP(=O)(OCc2ccccc2)OCc2ccccc2)C(OCc2ccccc2)C(OCc2ccccc2)C1OCc1ccccc1. RXN SMILES: [CH2:1]([c:2]1[cH:3][cH:4][cH:5][cH:6][cH:7]1)[O:8][CH:9]1[CH:10]([OH:11])[O:12][CH:13]([CH3:32])[CH:14]([O:24][CH2:25][c:26]2[cH:27][cH:28][cH:29][cH:30][cH:31]2)[CH:15]1[O:16][CH2:17][c:18]1[cH:19][cH:20][cH:21][cH:22][cH:23]1.[Cl:52][CH2:53][Cl:54].[P:33](=[O:34])([O:35][CH2:36][c:37]1[cH:38][cH:39][cH:40][cH:41][cH:42]1)([O:43][CH2:44][c:45]1[cH:46][cH:47][cH:48][cH:49][cH:50]1)[O-:51]>>[CH2:1]([c:2]1[cH:3][cH:4][cH:5][cH:6][cH:7]1)[O:8][CH:9]1[CH:10]([O:11][P:33](=[O:34])([O:35][CH2:36][c:37]2[cH:38][cH:39][cH:40][cH:41][cH:42]2)[O:43][CH2:44][c:45]2[cH:46][cH:47][cH:48][cH:49][cH:50]2)[O:12][CH:13]([CH3:32])[CH:14]([O:24][CH2:25][c:26]2[cH:27][cH:28][cH:29][cH:30][cH:31]2)[CH:15]1[O:16][CH2:17][c:18]1[cH:19][cH:20][cH:21][cH:22][cH:23]1. Reactants: CC1=NOC(=C1C=1C=C(C(=C(C1)C1=C2C=CC=NC2=CC=C1C)NCC)N)C (4-(3,5-Dimethylisoxazol-4-yl)-N1-ethyl-6-(6-methylquinolin-5-yl)benzene-1,2-diamine), C(=O)(N1C=NC=C1)N1C=NC=C1 (1,1′-carbonyldiimidazole), O1CCCC1 (tetrahydrofuran). Run in CCOC(=O)C (EtOAc). Reaction conditions: temperature 105 celsius. Product: CC1=NOC(=C1C1=CC2=C(N(C(N2)=O)CC)C(=C1)C1=C2C=CC=NC2=CC=C1C)C (5-(3,5-dimethylisoxazol-4-yl)-1-ethyl-7-(6-methylquinolin-5-yl)-1H-benzo[d]imidazol-2(3H)-one). RXN SMILES: [CH3:1][C:2]1[C:6]([C:7]2[CH:8]=[C:9]([NH2:27])[C:10]([NH:24][CH2:25][CH3:26])=[C:11]([C:13]3[C:22]([CH3:23])=[CH:21][CH:20]=[C:19]4[C:14]=3[CH:15]=[CH:16][CH:17]=[N:18]4)[CH:12]=2)=[C:5]([CH3:28])[O:4][N:3]=1.[C:29](N1C=CN=C1)(N1C=CN=C1)=[O:30].O1CCCC1>CCOC(C)=O>[CH3:1][C:2]1[C:6]([C:7]2[CH:12]=[C:11]([C:13]3[C:22]([CH3:23])=[CH:21][CH:20]=[C:19]4[C:14]=3[CH:15]=[CH:16][CH:17]=[N:18]4)[C:10]3[N:24]([CH2:25][CH3:26])[C:29](=[O:30])[NH:27][C:9]=3[CH:8]=2)=[C:5]([CH3:28])[O:4][N:3]=1. Reported procedure: 4-(3,5-Dimethylisoxazol-4-yl)-N1-ethyl-6-(6-methylquinolin-5-yl)benzene-1,2-diamine (90 mg, 0.24 mmol) and 1,1′-carbonyldiimidazole (86.2 mg, 0.53 mmol) were added to tetrahydrofuran (10 ml) in a sealed vessel and heated to 105° C. overnight. The reaction mixture was the diluted in EtOAc and aqueous ammonium chloride and extracted with EtOAc (3 times). Organics were washed with ammonium chloride, water and brine and dried over sodium sulfate. Solvent was evaporated to dryness Crude material was ... Reactants: Cl (HCl), O1CCOCC1 (1,4-dioxane), C(C)OC([C@@H](C[C@@H](CC1=CC=C(C=C1)C1=CC(=CC=C1)Cl)NC(=O)C1=CC2=C(N=NN2O)C=C1)O)=O ((2R,4R)-5-(3′-chlorobiphenyl-4-yl)-2-hydroxy-4-[(3-hydroxy-3H-benzotriazole-5-carbonyl)amino]pentanoic acid ethyl ester), FC(CO)(F)F (2,2,2-trifluoroethanol). Run at temperature 100 celsius, time 3 hour. The product is FC(COC([C@@H](C[C@@H](CC1=CC=C(C=C1)C1=CC(=CC=C1)Cl)NC(=O)C1=CC2=C(N=NN2O)C=C1)O)=O)(F)F ((2R,4R)-5-(3′-Chlorobiphenyl-4-yl)-2-hydroxy-4-[(3-hydroxy-3H-benzotriazole-5-carbonyl)amino]pentanoic Acid 2,2,2-Trifluoroethyl Ester). Isolated yield 27.5%. Reaction SMILES: Cl.O1CCOCC1.C([O:10][C:11](=O)[C@H:12]([OH:42])[CH2:13][C@H:14]([NH:29][C:30]([C:32]1[CH:41]=[CH:40][C:35]2[N:36]=[N:37][N:38]([OH:39])[C:34]=2[CH:33]=1)=[O:31])[CH2:15][C:16]1[CH:21]=[CH:20][C:19]([C:22]2[CH:27]=[CH:26][CH:25]=[C:24]([Cl:28])[CH:23]=2)=[CH:18][CH:17]=1)C.[F:44][C:45]([F:49])([F:48])[CH2:46][OH:47]>>[F:44][C:45]([F:49])([F:48])[CH2:46][O:47][C:11](=[O:10])[C@H:12]([OH:42])[CH2:13][C@H:14]([NH:29][C:30]([C:32]1[CH:41]=[CH:40][C:35]2[N:36]=[N:37][N:38]([OH:39])[C:34]=2[CH:33]=1)=[O:31])[CH2:15][C:16]1[CH:21]=[CH:20][C:19]([C:22]2[CH:27]=[CH:26][CH:25]=[C:24]([Cl:28])[CH:23]=2)=[CH:18][CH:17]=1. Procedure: 4.0 M HCl in 1,4-dioxane (196 μL, 786 μmol) was added to a solution of (2R,4R)-5-(3′-chlorobiphenyl-4-yl)-2-hydroxy-4-[(3-hydroxy-3H-benzotriazole-5-carbonyl)amino]pentanoic acid ethyl ester (50.0 mg, 98.2 μmol) in 2,2,2-trifluoroethanol (215 μL, 3.0 mmol), and the resulting mixture was stirred at 100° C. for 3 hours. The mixture was concentrated in vacuo to yield a clear colorless liquid, which was purified by preparative HPLC (C18 column chromatography using 40-90% MeCN in water with 0.05% TFA...